From a dataset of the Open Reaction Database (ORD), a public repository of structured organic reaction records. describe an organic reaction: reactants, conditions, products, and yield The reactants are C(C)(C)(C)OC(NC=1O[C@@H]2C[C@@H]2[C@@](N1)(C(F)F)C1=C(C=CC(=C1)Br)F)=O (tert-butyl((1R,5S,6R)-5-(5-bromo-2-fluorophenyl)-5-(difluoromethyl)-2-oxa-4-azabicyclo[4.1.0]hept-3-en-3-yl)carbamate), (+)-sodium 1-ascorbate, [N-]=[N+]=[N-].[Na+] (sodium azide), (1R,2R)-(−)-N,N″-dimethylcyclohexane-1,2-diamine, [NH4+].[Cl-].[OH-].[NH4+] (NH4Cl ammonium hydroxide), CP(C)C (trimethyl phosphine). Reagents/catalysts: [Cu]I (copper(I) iodide). Solvent: CCOC(=O)C (EtOAc), O (water), C1CCOC1 (THF), O (water), CCOC(=O)C (EtOAc), O (water), CCO (EtOH). Reaction conditions: temperature 70 celsius, time 15 minute. Product: C(C)(C)(C)OC(NC=1O[C@@H]2C[C@@H]2[C@@](N1)(C(F)F)C1=C(C=CC(=C1)N)F)=O (tert-butyl((1R,5S,6R)-5-(5-amino-2-fluorophenyl)-5-(difluoromethyl)-2-oxa-4-azabicyclo[4.1.0]hept-3-en-3-yl)carbamate). Isolated yield 82.0%. As a reaction SMILES: [C:1]([O:5][C:6](=[O:26])[NH:7][C:8]1[O:9][C@H:10]2[C@@H:12]([C@:13]([C:18]3[CH:23]=[C:22](Br)[CH:21]=[CH:20][C:19]=3[F:25])([CH:15]([F:17])[F:16])[N:14]=1)[CH2:11]2)([CH3:4])([CH3:3])[CH3:2].[N-:27]=[N+]=[N-].[Na+].[NH4+].[Cl-].[OH-].[NH4+].CP(C)C>CCOC(C)=O.C1COCC1.O.[Cu]I.CCO>[C:1]([O:5][C:6](=[O:26])[NH:7][C:8]1[O:9][C@H:10]2[C@@H:12]([C@:13]([C:18]3[CH:23]=[C:22]([NH2:27])[CH:21]=[CH:20][C:19]=3[F:25])([CH:15]([F:17])[F:16])[N:14]=1)[CH2:11]2)([CH3:4])([CH3:3])[CH3:2] |f:1.2,3.4.5.6|. Procedure details: To a mixture of tert-butyl((1R,5S,6R)-5-(5-bromo-2-fluorophenyl)-5-(difluoromethyl)-2-oxa-4-azabicyclo[4.1.0]hept-3-en-3-yl)carbamate (16h-B, 1.47 g, 3.38 mmol), copper(I) iodide (0.139 g, 0.730 mmol), (+)-sodium 1-ascorbate (0.131 g, 0.661 mmol), and sodium azide (0.688 g, 10.6 mmol) were added EtOH (4.6 mL) and water (2.3 mL). The reaction mixture was purged with Nitrogen for 10 min, followed by the addition of (1R,2R)-(−)-N,N″-dimethylcyclohexane-1,2-diamine (0.110 mL, 0.698 mmol). The reacti... The reactants are CC1(OC(C(O1)=CC(=O)N(OC)CC1=CC=C(C=C1)F)=O)C (2-(2,2-Dimethyl-5-oxo-[1,3]dioxolan-4-ylidene)-N-(4-fluoro-benzyl)-N-methoxy-acetamide), C(C)OC1=CC2=C(N=C(S2)S(=O)(=O)N)C=C1 (6-ethoxy-benzothiazole-2-sulfonic acid amide), compound 1. Yields the product FC1=CC=C(CN(C(C=C(C(=O)NS(=O)(=O)C=2SC3=C(N2)C=CC(=C3)OCC)O)=O)OC)C=C1 (4-(6-Ethoxy-benzothiazole-2-sulfonylamino)-3-hydroxy-4-oxo-but-2-enoic acid (4-fluoro-benzyl)-methoxy-amide). RXN SMILES: CC1(C)[O:6][C:5](=[CH:7][C:8]([N:10]([CH2:13][C:14]2[CH:19]=[CH:18][C:17]([F:20])=[CH:16][CH:15]=2)[O:11][CH3:12])=[O:9])[C:4](=[O:21])O1.[CH2:23]([O:25][C:26]1[CH:38]=[CH:37][C:29]2[N:30]=[C:31]([S:33]([NH2:36])(=[O:35])=[O:34])[S:32][C:28]=2[CH:27]=1)[CH3:24]>>[F:20][C:17]1[CH:16]=[CH:15][C:14]([CH2:13][N:10]([O:11][CH3:12])[C:8](=[O:9])[CH:7]=[C:5]([OH:6])[C:4]([NH:36][S:33]([C:31]2[S:32][C:28]3[CH:27]=[C:26]([O:25][CH2:23][CH3:24])[CH:38]=[CH:37][C:29]=3[N:30]=2)(=[O:34])=[O:35])=[O:21])=[CH:19][CH:18]=1. Reported procedure: 2-(2,2-Dimethyl-5-oxo-[1,3]dioxolan-4-ylidene)-N-(4-fluoro-benzyl)-N-methoxy-acetamide was treated with 6-ethoxy-benzothiazole-2-sulfonic acid amide as described in the preparation of compound 1 to yield the title compound. 1H NMR (500 MHz, CDCl3) δ: 1.47 (t, 3, J=7), 3.62 (s, 3), 4.10 (q, 2, J=7), 4.75 (s, 2), 6.45 (s, 1), 7.02 (m, 2), 7.33-7.18 (overlapping m, 4), 8.05 (m, 1). 13C NMR (125 MHz, CDCl3) δ: 14.69, 48.31, 63.18, 64.48, 92.87, 103.88, 115.69, 115.86, 118.94, 126.40, 130.24, 130.30,... Reactants: CC(=O)OCC1OC(n2cnc3c(N)ncnc32)C2OC(C)(C)OC12, O=S(=O)(Cl)Cl, O=S(=O)(Cl)c1ccccc1, c1ccccc1, c1ccncc1. Product: CC(=O)OCC1OC(n2cnc3c(NS(=O)(=O)c4ccccc4)ncnc32)C2OC(C)(C)OC12. RXN SMILES: [C:1]([CH3:2])(=[O:3])[O:4][CH2:5][CH:6]1[O:7][CH:8]([n:16]2[c:17]3[n:18][cH:19][n:20][c:21]([NH2:25])[c:22]3[n:23][cH:24]2)[CH:9]2[O:10][C:11]([CH3:14])([CH3:15])[O:12][CH:13]12.[S:26]([Cl:27])([Cl:28])(=[O:29])=[O:30].[c:37]1([S:43](=[O:44])(=[O:45])[Cl:46])[cH:38][cH:39][cH:40][cH:41][cH:42]1.[cH:31]1[cH:32][cH:33][cH:34][cH:35][cH:36]1.[cH:47]1[cH:48][cH:49][n:50][cH:51][cH:52]1>>[C:1]([CH3:2])(=[O:3])[O:4][CH2:5][CH:6]1[O:7][CH:8]([n:16]2[c:17]3[n:18][cH:19][n:20][c:21]([NH:25][S:43]([c:37]4[cH:38][cH:39][cH:40][cH:41][cH:42]4)(=[O:44])=[O:45])[c:22]3[n:23][cH:24]2)[CH:9]2[O:10][C:11]([CH3:14])([CH3:15])[O:12][CH:13]12. Reactants: C1(=CC=CC=C1)S(=O)(=O)O[C@@H]1CN([C@@H](C1)C(NC1(CC1)C#N)=O)C(=O)C1(CC1)C1=CC=C(C=C1)Cl ((3S,5S)-1-(1-(4-chlorophenyl)cyclopropanecarbonyl)-5-(1-cyanocyclopropylcarbamoyl)pyrrolidin-3-yl benzenesulfonate), C1(=CC=CC=C1)CS (phenylmethanethiol). The product is C(C1=CC=CC=C1)S[C@@H]1C[C@H](N(C1)C(=O)C1(CC1)C1=CC=C(C=C1)Cl)C(=O)NC1(CC1)C#N ((2S,4R)-4-(benzylthio)-1-(1-(4-chlorophenyl)cyclopropanecarbonyl)-N-(1-cyanocyclopropyl)pyrrolidine-2-carboxamide), white solid. Yield: 53.0%. Reaction SMILES: C1(S(O[C@H:11]2[CH2:15][C@@H:14]([C:16](=[O:23])[NH:17][C:18]3([C:21]#[N:22])[CH2:20][CH2:19]3)[N:13]([C:24]([C:26]3([C:29]4[CH:34]=[CH:33][C:32]([Cl:35])=[CH:31][CH:30]=4)[CH2:28][CH2:27]3)=[O:25])[CH2:12]2)(=O)=O)C=CC=CC=1.[C:36]1([CH2:42][SH:43])[CH:41]=[CH:40][CH:39]=[CH:38][CH:37]=1>>[CH2:42]([S:43][C@H:11]1[CH2:12][N:13]([C:24]([C:26]2([C:29]3[CH:34]=[CH:33][C:32]([Cl:35])=[CH:31][CH:30]=3)[CH2:27][CH2:28]2)=[O:25])[C@H:14]([C:16]([NH:17][C:18]2([C:21]#[N:22])[CH2:19][CH2:20]2)=[O:23])[CH2:15]1)[C:36]1[CH:41]=[CH:40][CH:39]=[CH:38][CH:37]=1. Procedure details: The title compound was prepared in analogy to example 457d) using (3S,5S)-1-(1-(4-chlorophenyl)cyclopropanecarbonyl)-5-(1-cyanocyclopropylcarbamoyl)pyrrolidin-3-yl benzenesulfonate (example 457, step 3; 200 mg) and phenylmethanethiol (57 mg) to yield 109 mg (53%) of a white solid. MS (ESI): m/z=480.15 [M−H]+.